Dataset: the Open Reaction Database (ORD), a public repository of structured organic reaction records. Task: describe an organic reaction: reactants, conditions, products, and yield Starting materials: [OH-].[Na+] (NaOH), S1CCC(CC1)=O (Tetrahydrothiopyran-4-one), C(C=1C(N)=CC=CC1)#N (anthranilonitrile), CC(CC)=O (2-butanone), ( 2 ). The reagents and catalysts are [Cl-].[Cl-].[Zn+2] (ZnCl2). Reaction conditions: temperature 60 celsius. Yields the product N1CCCC=2C=CC=3C(C12)=C(SCC3)N (3,4-Dihydro-1H-thiopyrano[4,3]quinolin-10-amine). As a reaction SMILES: [S:1]1CCC(=O)[CH2:3][CH2:2]1.[C:8](#[N:16])[C:9]1[C:10](=[CH:12][CH:13]=[CH:14][CH:15]=1)[NH2:11].[OH-].[Na+].[CH3:19][C:20](=O)[CH2:21]C>[Cl-].[Cl-].[Zn+2]>[NH:11]1[C:10]2[C:9]3=[C:8]([NH2:16])[S:1][CH2:2][CH:3]=[C:15]3[CH:14]=[CH:13][C:12]=2[CH2:21][CH2:20][CH2:19]1 |f:2.3,5.6.7|. Reported procedure: Tetrahydrothiopyran-4-one (10.0 g) was mixed with anthranilonitrile (5.08 g) and the mixture warmed at 60° C. until a homogeneous solution was obtained. Freshly fused ZnCl2 (8.2 g) was then added portionwise and the temperature of the reaction mixture raised to 120° C. After two (2) hours it was cooled and distributed between 10% NaOH and 2-butanone. The organic phase was separated, dried and concentrated, and the crude product triturated with Et2O and then passed over a silica gel column (5% Et... Reactants: C(C)(C)(C)[B-](CC)(CC)CC.[Li+] (lithium tert-butyltriethylborate), F[As-](F)(F)(F)(F)F.C1(=CC=CC=C1)[S+](CC(=O)C1=CC=C(C=C1)Cl)C=1C2=CC=CC=C2C=C2C=CC=CC12 (phenyl(9-anthryl)(p-chlorophenacyl)sulfonium hexafluoroarsenate), O (water), resultant mixture. Solvent: C(C)#N (acetonitrile), C(C)#N (acetonitrile). Product: C1(=CC=CC=C1)[S+](CC(=O)C1=CC=C(C=C1)Cl)C=1C2=CC=CC=C2C=C2C=CC=CC12.C(C)(C)(C)[B-](CC)(CC)CC (phenyl(9-anthryl)(p-chlorophenacyl)sulfonium (tert-butyl)triethylborate). Reaction SMILES: [C:1]([B-:5]([CH2:10][CH3:11])([CH2:8][CH3:9])[CH2:6][CH3:7])([CH3:4])([CH3:3])[CH3:2].[Li+].F[As-](F)(F)(F)(F)F.[C:20]1([S+:26]([C:37]2[C:38]3[C:43]([CH:44]=[C:45]4[C:50]=2[CH:49]=[CH:48][CH:47]=[CH:46]4)=[CH:42][CH:41]=[CH:40][CH:39]=3)[CH2:27][C:28]([C:30]2[CH:35]=[CH:34][C:33]([Cl:36])=[CH:32][CH:31]=2)=[O:29])[CH:25]=[CH:24][CH:23]=[CH:22][CH:21]=1.O>C(#N)C>[C:20]1([S+:26]([C:37]2[C:50]3[C:45]([CH:44]=[C:43]4[C:38]=2[CH:39]=[CH:40][CH:41]=[CH:42]4)=[CH:46][CH:47]=[CH:48][CH:49]=3)[CH2:27][C:28]([C:30]2[CH:31]=[CH:32][C:33]([Cl:36])=[CH:34][CH:35]=2)=[O:29])[CH:21]=[CH:22][CH:23]=[CH:24][CH:25]=1.[C:1]([B-:5]([CH2:10][CH3:11])([CH2:6][CH3:7])[CH2:8][CH3:9])([CH3:2])([CH3:4])[CH3:3] |f:0.1,2.3,6.7|. Procedure details: A solution of 1.29 g of lithium tert-butyltriethylborate in 50 ml of acetonitrile was added to a solution of 5.00 g of phenyl(9-anthryl)(p-chlorophenacyl)sulfonium hexafluoroarsenate in 100 ml of acetonitrile, and the resultant mixture was stirred at room temperature for 30 minutes. Then, 200 ml of water was added. The resultant precipitate of a yellow oily component was recovered, and 100 ml of dichloromethane was added. The dichloromethane layer was washed with water, dried and concentrated to... The reactants are O=C([O-])[O-], C1COCCN1, CCNC(=O)c1ccc(-n2nnc(C(=O)NC3CC3)c2COS(C)(=O)=O)cc1, CC#N, CCOC(C)=O, [K+], [K+]. Yields the product CCNC(=O)c1ccc(-n2nnc(C(=O)NC3CC3)c2CN2CCOCC2)cc1. Reaction SMILES: [C:29](=[O:30])([O-:31])[O-:32].[CH2:35]1[CH2:36][O:37][CH2:38][CH2:39][NH:40]1.[CH3:1][S:2]([O:3][CH2:6][c:7]1[c:8]([C:23](=[O:24])[NH:25][CH:26]2[CH2:27][CH2:28]2)[n:9][n:10][n:11]1-[c:12]1[cH:13][cH:14][c:15]([C:18](=[O:19])[NH:20][CH2:21][CH3:22])[cH:16][cH:17]1)(=[O:4])=[O:5].[CH3:41][C:42]#[N:43].[CH3:44][CH2:45][O:46][C:47](=[O:48])[CH3:49].[K+:33].[K+:34]>>[CH2:6]([c:7]1[c:8]([C:23](=[O:24])[NH:25][CH:26]2[CH2:27][CH2:28]2)[n:9][n:10][n:11]1-[c:12]1[cH:13][cH:14][c:15]([C:18](=[O:19])[NH:20][CH2:21][CH3:22])[cH:16][cH:17]1)[N:40]1[CH2:35][CH2:36][O:37][CH2:38][CH2:39]1. The reactants are C(C)(C)(C)P(C1=C(C=CC=C1)C1=C(C=C(C=C1C(C)C)C(C)C)C(C)C)C(C)(C)C (2-di-tert-butylphosphino-2′,4′,6′-triisopropylbiphenyl), ClC1=NC=C(C=C1)[N+](=O)[O-] (2-chloro-5-nitropyridine), C(C)OC(=O)C=1C=C(C=CC1)B(O)O (3-(ethoxycarbonyl)phenylboronic acid), C(=O)([O-])[O-].[Na+].[Na+] (Na2CO3). Reagents/catalysts: Cl[Pd]([P](C1=CC=CC=C1)(C2=CC=CC=C2)C3=CC=CC=C3)([P](C4=CC=CC=C4)(C5=CC=CC=C5)C6=CC=CC=C6)Cl (dichlorobis(triphenylphospine)palladium(II)). Run in C(C)(=O)OCC (ethyl acetate), O1CCOCC1 (dioxane). Reaction conditions: temperature 90 celsius, time 10 hour. Yields the product [N+](=O)([O-])C=1C=CC(=NC1)C=1C=C(C(=O)OCC)C=CC1 (ethyl 3-(5-nitropyridin-2-yl)benzoate). Yield: 89.1%. Reaction SMILES: Cl[C:2]1[CH:7]=[CH:6][C:5]([N+:8]([O-:10])=[O:9])=[CH:4][N:3]=1.[CH2:11]([O:13][C:14]([C:16]1[CH:17]=[C:18](B(O)O)[CH:19]=[CH:20][CH:21]=1)=[O:15])[CH3:12].C([O-])([O-])=O.[Na+].[Na+].C(P(C(C)(C)C)C1C=CC=CC=1C1C(C(C)C)=CC(C(C)C)=CC=1C(C)C)(C)(C)C>O1CCOCC1.C(OCC)(=O)C.Cl[Pd](Cl)([P](C1C=CC=CC=1)(C1C=CC=CC=1)C1C=CC=CC=1)[P](C1C=CC=CC=1)(C1C=CC=CC=1)C1C=CC=CC=1>[N+:8]([C:5]1[CH:6]=[CH:7][C:2]([C:20]2[CH:21]=[C:16]([CH:17]=[CH:18][CH:19]=2)[C:14]([O:13][CH2:11][CH3:12])=[O:15])=[N:3][CH:4]=1)([O-:10])=[O:9] |f:2.3.4,^1:75,94|. Procedure details: To a solution of 2-chloro-5-nitropyridine (5.23 g, 32.99 mmol) in dioxane (170 mL) was added 3-(ethoxycarbonyl)phenylboronic acid (6.28 g, 32.99 mmol) and 1N Na2CO3 aqueous solution (82.5 mL, 82.5 mmol). The reaction mixture was degassed using Argon gas for 20 min followed by the addition of dichlorobis(triphenylphospine)palladium(II) (1.38 g, 1.99 mmol) and 2-di-tert-butylphosphino-2′,4′,6′-triisopropylbiphenyl (1.26 g, 2.97 mmol). The reaction flask was put into the preheated oil-bath at 90° C...